This data is from the Open Reaction Database (ORD), a public repository of structured organic reaction records. The task is: describe an organic reaction: reactants, conditions, products, and yield Starting materials: COc1ccc2c(Sc3ccccc3[N+](=O)[O-])c[nH]c2c1, CCOC(C)=O, Cl, [H-], [Na+], CN(C)C=O, ClCc1ccccn1. As a reaction SMILES: [CH3:1][O:2][c:3]1[cH:4][cH:5][c:6]2[c:7]([S:12][c:13]3[c:14]([N+:19](=[O:20])[O-:21])[cH:15][cH:16][cH:17][cH:18]3)[cH:8][nH:9][c:10]2[cH:11]1.[CH3:33][CH2:34][O:35][C:36](=[O:37])[CH3:38].[ClH:24].[H-:23].[Na+:22].[O:39]=[CH:40][N:41]([CH3:42])[CH3:43].[c:25]1([CH2:31][Cl:32])[cH:26][cH:27][cH:28][cH:29][n:30]1>>[CH3:1][O:2][c:3]1[cH:4][cH:5][c:6]2[c:7]([S:12][c:13]3[c:14]([N+:19](=[O:20])[O-:21])[cH:15][cH:16][cH:17][cH:18]3)[cH:8][n:9]([CH2:31][c:25]3[cH:26][cH:27][cH:28][cH:29][n:30]3)[c:10]2[cH:11]1. Product: COc1ccc2c(Sc3ccccc3[N+](=O)[O-])cn(Cc3ccccn3)c2c1. The reactants are ClC1=NC=CN=C1Cl (2,3-dichloropyrazine), N1CCOCC1 (morpholine). Run in CN(C=O)C (dimethylformamide). Product: ClC1=NC=CN=C1N1CCOCC1 (2-Chloro-3-morpholinopyrazine). RXN SMILES: Cl[C:2]1[C:7]([Cl:8])=[N:6][CH:5]=[CH:4][N:3]=1.[NH:9]1[CH2:14][CH2:13][O:12][CH2:11][CH2:10]1>CN(C)C=O>[Cl:8][C:7]1[C:2]([N:9]2[CH2:14][CH2:13][O:12][CH2:11][CH2:10]2)=[N:3][CH:4]=[CH:5][N:6]=1. Reported procedure: A mixture of 2,3-dichloropyrazine (5 g., 0.034 mmole), morpholine (5.8 g., 0.067 mmole), and 50 ml. of dimethylformamide are heatd at 90°-120° C. for 6-14 hours, in an atmosphere of nitrogen. The reaction mixture is cooled and evaporated to dryness at a water-bath temperature of 55° C. A chloroform solution of the residue is extracted twice with 0.1 M sodium hydroxide, dried over magnesium sulfate and evaporated to leave the product. Starting materials: COC1=C(OCCN2C(C2)C=2C=CC(=C(C2)S(=O)(=O)N)C)C=CC=C1 (5-{1-[2-(2-methoxyphenoxy)ethyl]aziridin-2-yl}-2-methylbenzenesulfonamide), C1(=CC=CC=C1)S (thiophenol). Solvent: CO (methanol). Run at time 8 hour. Yields the product COC1=C(OCCNCC(SC2=CC=CC=C2)C=2C=CC(=C(C2)S(=O)(=O)N)C)C=CC=C1 (5-{2-[2-(2-methoxyphenoxy)ethylamino]-1-phenylthioethyl}-2-methylbenzenesulfonamide). Yield: 73.6%. As a reaction SMILES: [CH3:1][O:2][C:3]1[CH:25]=[CH:24][CH:23]=[CH:22][C:4]=1[O:5][CH2:6][CH2:7][N:8]1[CH2:10][CH:9]1[C:11]1[CH:12]=[CH:13][C:14]([CH3:21])=[C:15]([S:17]([NH2:20])(=[O:19])=[O:18])[CH:16]=1.[C:26]1([SH:32])[CH:31]=[CH:30][CH:29]=[CH:28][CH:27]=1>CO>[CH3:1][O:2][C:3]1[CH:25]=[CH:24][CH:23]=[CH:22][C:4]=1[O:5][CH2:6][CH2:7][NH:8][CH2:10][CH:9]([C:11]1[CH:12]=[CH:13][C:14]([CH3:21])=[C:15]([S:17]([NH2:20])(=[O:19])=[O:18])[CH:16]=1)[S:32][C:26]1[CH:31]=[CH:30][CH:29]=[CH:28][CH:27]=1. Procedure details: In 50 ml of methanol was dissolved 2.5 g of 5-{1-[2-(2-methoxyphenoxy)ethyl]aziridin-2-yl}-2-methylbenzenesulfonamide and after adding 1 g of thiophenol to the solution and stirring the mixture overnight at room temperature, methanol was distilled off. The residue was subjected to silica gel column chromatography and the product was eluted by a mixed solvent of chloroform and methanol (9:1 by volume ratio) to provide 2.4 g of 5-{2-[2-(2-methoxyphenoxy)ethylamino]-1-phenylthioethyl}-2-methylbenze... Yields the product COC1=C(CCl)C=CC(=C1OC)OC (2,3,4-Trimethoxybenzyl chloride). Procedure details: 5 g (24.47 mmol) of 2,3,4-trimethoxybenzyl alcohol (Aldrich, Steinheim, FRG) are dissolved, under argon, in 13.9 ml of abs. methylene chloride, and this solution is treated with 0.278 ml of pyridine. 3.05 ml of thionyl chloride in 6.94 ml of abs. methylene chloride are added dropwise to this solution, while cooling slightly (ice/water), within the period of 20 min. During this procedure, the internal temperature rises to approximately 18°-23° C. The mixture is left to react subsequently for 45 m... RXN SMILES: [CH3:1][O:2][C:3]1[C:10]([O:11][CH3:12])=[C:9]([O:13][CH3:14])[CH:8]=[CH:7][C:4]=1[CH2:5]O.N1C=CC=CC=1.S(Cl)([Cl:23])=O>C(Cl)Cl>[CH3:1][O:2][C:3]1[C:10]([O:11][CH3:12])=[C:9]([O:13][CH3:14])[CH:8]=[CH:7][C:4]=1[CH2:5][Cl:23]. Reactants: COC1=C(CO)C=CC(=C1OC)OC (2,3,4-trimethoxybenzyl alcohol), ice water, S(=O)(Cl)Cl (thionyl chloride), N1=CC=CC=C1 (pyridine). Run in C(Cl)Cl (methylene chloride), C(Cl)Cl (methylene chloride).